From a dataset of the Open Reaction Database (ORD), a public repository of structured organic reaction records. describe an organic reaction: reactants, conditions, products, and yield The reactants are BrCC(C(C(=O)O)=NOCC(=O)OCC(Cl)(Cl)Cl)=O (4-bromo-2-(2,2,2-trichloroethoxycarbonylmethoxyimino)-3-oxobutyric acid), NC(=S)N (thiourea), C(C)(=O)[O-].[Na+] (sodium acetate). Solvent: O1CCCC1 (tetrahydrofuran), O (water). Reaction conditions: temperature 40 celsius, time 2.5 hour. Product: NC=1SC=C(N1)C(C(=O)O)=NOCC(=O)OCC(Cl)(Cl)Cl (2-(2-aminothiazol-4-yl)-2-(2,2,2-trichloroethoxycarbonylmethoxyimino)acetic acid). Isolated yield 18.6%. Reaction SMILES: Br[CH2:2][C:3](=O)[C:4](=[N:8][O:9][CH2:10][C:11]([O:13][CH2:14][C:15]([Cl:18])([Cl:17])[Cl:16])=[O:12])[C:5]([OH:7])=[O:6].[NH2:20][C:21]([NH2:23])=[S:22].C([O-])(=O)C.[Na+]>O1CCCC1.O>[NH2:23][C:21]1[S:22][CH:2]=[C:3]([C:4](=[N:8][O:9][CH2:10][C:11]([O:13][CH2:14][C:15]([Cl:18])([Cl:17])[Cl:16])=[O:12])[C:5]([OH:7])=[O:6])[N:20]=1 |f:2.3|. Procedure: To a solution of 4-bromo-2-(2,2,2-trichloroethoxycarbonylmethoxyimino)-3-oxobutyric acid (20 g) in tetrahydrofuran (50 ml) was added a solution of thiourea (3.9 g) and sodium acetate (4.2 g) in water (50 ml), and the mixture was stirred at 40° C. for 2.5 hours. The reaction mixture was concentrated under reduced pressure to half of the original volume, which was adjusted to pH 7.5 with a saturated aqueous sodium bicarbonate and then washed with ethyl acetate. After the aqueous solution was furth...